This data is from the Open Reaction Database (ORD), a public repository of structured organic reaction records. The task is: describe an organic reaction: reactants, conditions, products, and yield Starting materials: FC(C=1C=C(CN(C(=O)C2=NC(=NC=C2C2=CC=CC=C2)S(=O)(=O)C)C)C=C(C1)C(F)(F)F)(F)F (2-methanesulfonyl-5-phenyl-pyrimidine-4-carboxylic acid (3,5-bis-trifluoromethyl-benzyl)-methyl-amide), N (NH3), O (H2O). The solvent is CN(C=O)C (N,N-dimethylformamide). Product: FC(C=1C=C(CN(C(=O)C2=NC(=NC=C2C2=CC=CC=C2)N)C)C=C(C1)C(F)(F)F)(F)F (2-amino-5-phenyl-pyrimidine-4-carboxylic acid (3,5-bis-trifluoromethyl-benzyl)-methyl-amide). The yield is 65.0%. Reaction SMILES: [F:1][C:2]([F:35])([F:34])[C:3]1[CH:4]=[C:5]([CH:27]=[C:28]([C:30]([F:33])([F:32])[F:31])[CH:29]=1)[CH2:6][N:7]([CH3:26])[C:8]([C:10]1[C:15]([C:16]2[CH:21]=[CH:20][CH:19]=[CH:18][CH:17]=2)=[CH:14][N:13]=[C:12](S(C)(=O)=O)[N:11]=1)=[O:9].[NH3:36].O>CN(C)C=O>[F:1][C:2]([F:35])([F:34])[C:3]1[CH:4]=[C:5]([CH:27]=[C:28]([C:30]([F:33])([F:32])[F:31])[CH:29]=1)[CH2:6][N:7]([CH3:26])[C:8]([C:10]1[C:15]([C:16]2[CH:21]=[CH:20][CH:19]=[CH:18][CH:17]=2)=[CH:14][N:13]=[C:12]([NH2:36])[N:11]=1)=[O:9]. Reported procedure: To a solution of 0.3 g (0.58 mmol) 2-methanesulfonyl-5-phenyl-pyrimidine-4-carboxylic acid (3,5-bis-trifluoromethyl-benzyl)-methyl-amide in 20 ml N,N-dimethylformamide a stream of NH3-Gas was introduced during 10 Min. The reaction mixture was poured onto 100 ml H2O. The aqueous layer was extracted three times with 50 ml CH2Cl2, the combined organic layers dried (MgSO4), filtered and evaporated. The residue was purified by chromatography (SiO2, CH2Cl2/MeOH/NH4OH 140:10:1) to give 0.17 g (65%) 2-a...